Dataset: the Open Reaction Database (ORD), a public repository of structured organic reaction records. Task: describe an organic reaction: reactants, conditions, products, and yield Reactants: BrCC1OCCO1, COC(=O)c1ccc2c(C3CCCCC3)c(Br)[nH]c2c1, [H-], [Na+], CN(C)C=O, COC(=O)c1ccc2cc[nH]c2c1. The product is COC(=O)c1ccc2c(C3CCCCC3)c(Br)n(CC3OCCO3)c2c1. RXN SMILES: [Br:36][CH2:37][CH:38]1[O:39][CH2:40][CH2:41][O:42]1.[Br:3][c:4]1[nH:5][c:6]2[cH:7][c:8]([C:19](=[O:20])[O:21][CH3:22])[cH:9][cH:10][c:11]2[c:12]1[CH:13]1[CH2:14][CH2:15][CH2:16][CH2:17][CH2:18]1.[H-:2].[Na+:1].[O:43]=[CH:44][N:45]([CH3:46])[CH3:47].[nH:23]1[c:24]2[c:25]([cH:26][cH:27][c:28]([C:29]([O:30][CH3:31])=[O:32])[cH:33]2)[cH:34][cH:35]1>>[Br:3][c:4]1[n:5]([CH2:37][CH:38]2[O:39][CH2:40][CH2:41][O:42]2)[c:6]2[cH:7][c:8]([C:19](=[O:20])[O:21][CH3:22])[cH:9][cH:10][c:11]2[c:12]1[CH:13]1[CH2:14][CH2:15][CH2:16][CH2:17][CH2:18]1. Procedure details: A mixture of 2-methoxyphenethylamine (0.91 g, 6 mmole) and (S) -2-(2,3-epoxy-1-propoxy)-3-cyanopyridine (1.05 g, 6 mmole) was heated at 60° C. for 18 hr. Upon cooling, the material solidified. Recrystallization from toluene afforded (S)-2-[3-(2-methoxyphenethylamino)-2-hydroxy-1-propoxy]-3-cyanopyridine (m.p. 97°-99°). Reaction SMILES: [CH3:1][O:2][C:3]1[CH:11]=[CH:10][CH:9]=[CH:8][C:4]=1[CH2:5][CH2:6][NH2:7].[O:12]1[CH2:24][C@H:13]1[CH2:14][O:15][C:16]1[C:21]([C:22]#[N:23])=[CH:20][CH:19]=[CH:18][N:17]=1>>[CH3:1][O:2][C:3]1[CH:11]=[CH:10][CH:9]=[CH:8][C:4]=1[CH2:5][CH2:6][NH:7][CH2:24][C@H:13]([OH:12])[CH2:14][O:15][C:16]1[C:21]([C:22]#[N:23])=[CH:20][CH:19]=[CH:18][N:17]=1. Product: COC1=C(CCNC[C@@H](COC2=NC=CC=C2C#N)O)C=CC=C1 ((S)-2-[3-(2-methoxyphenethylamino)-2-hydroxy-1-propoxy]-3-cyanopyridine). Reactants: COC1=C(CCN)C=CC=C1 (2-methoxyphenethylamine), O1[C@H](COC2=NC=CC=C2C#N)C1 ((S) -2-(2,3-epoxy-1-propoxy)-3-cyanopyridine). Reaction conditions: temperature 60 celsius. Starting materials: N1(C[C@@H](CC1)C)[C@H](CO)C, c12c(OC(C(=C1C)c1ccc(cc1)OC1CCCCO1)c1ccc(cc1)I)ccc(c2)OC1OCCCC1. The reagents and catalysts are c1ccc(cc1)-c2c3ccccc3cc4ccccc24 (9-Phenylanthracene), [Li+].C[Si](C)(C)[N-][Si](C)(C)C (LiHMDS), [Fe].C1CCC(C1[C@@H](C)P(C(C)(C)C)C(C)(C)C)P(C1CCCCC1)C1CCCCC1.C1CCCC1 (Pd(OAc)2/R-Josiphos SL-J009-1), C(O[Pd]OC(C)=O)(C)=O (Pd(OAc)2). Solvent: CCC(C)(C)O (t-AmOH). Run at temperature 90 celsius, time 18 hour. Yields the product C[C@@H](COc1ccc(cc1)C2Oc3ccc(OC4CCCCO4)cc3C(=C2c5ccc(OC6CCCCO6)cc5)C)N7CC[C@@H](C)C7. RXN SMILES: [CH3:1][C:2]([c:18]([c:6]1[O:5][CH:4]2[c:19]3[cH:24][cH:23][c:22](I)[cH:21][cH:20]3)[cH:17][c:9]([O:10][CH:11]4[O:16][CH2:15][CH2:14][CH2:13][CH2:12]4)[cH:8][cH:7]1)=[C:3]2[c:25]5[cH:37][cH:36][c:28]([O:29][CH:30]6[O:35][CH2:34][CH2:33][CH2:32][CH2:31]6)[cH:27][cH:26]5.[CH3:38][C@H:39]([N:42]1[CH2:47][C@H:45]([CH3:46])[CH2:44][CH2:43]1)[CH2:40][OH:41]>>[CH3:38][C@H:39]([N:42]1[CH2:47][C@H:45]([CH3:46])[CH2:44][CH2:43]1)[CH2:40][O:41][c:22]2[cH:23][cH:24][c:19]([CH:4]3[C:3]([c:25]4[cH:37][cH:36][c:28]([O:29][CH:30]5[O:35][CH2:34][CH2:33][CH2:32][CH2:31]5)[cH:27][cH:26]4)=[C:2]([CH3:1])[c:18]([c:6]6[O:5]3)[cH:17][c:9]([O:10][CH:11]7[O:16][CH2:15][CH2:14][CH2:13][CH2:12]7)[cH:8][cH:7]6)[cH:20][cH:21]2. The reactants are C(C)(=O)C1=CN(C=C(C1=O)C1=CC(=CC=C1)Cl)C (3-acetyl-5-(3-chlorophenyl)-1-methyl-4(1H)-pyridinone), ClCCl (dichloromethane), ClCCl (dichloromethane), ClN1C(CCC1=O)=O (N-chlorosuccinimide), ClN1C(CCC1=O)=O (N-chlorosuccinimide), ClCCl (dichloromethane). Product: ClC(C(=O)C1=CN(C=C(C1=O)C1=CC(=CC=C1)Cl)C)Cl (3-Dichloroacetyl-5-(3-chlorophenyl)-1-methyl-4(1H)-pyridinone). RXN SMILES: [C:1]([C:4]1[C:9](=[O:10])[C:8]([C:11]2[CH:16]=[CH:15][CH:14]=[C:13]([Cl:17])[CH:12]=2)=[CH:7][N:6]([CH3:18])[CH:5]=1)(=[O:3])C.ClN1C(=O)CCC1=O.[Cl:27][CH2:28][Cl:29]>>[Cl:27][CH:28]([Cl:29])[C:1]([C:4]1[C:9](=[O:10])[C:8]([C:11]2[CH:16]=[CH:15][CH:14]=[C:13]([Cl:17])[CH:12]=2)=[CH:7][N:6]([CH3:18])[CH:5]=1)=[O:3]. Reported procedure: A 1.1 g. portion of 3-acetyl-5-(3-chlorophenyl)-1-methyl-4(1H)-pyridinone was dissolved in 100 ml. of dichloromethane, and to it was added dropwise a solution of 1.06 g. of N-chlorosuccinimide in 50 ml. of dichloromethane. After the addition, the reaction mixture was stirred at reflux for 2 days, during which time two additional 0.5 g. portions of N-chlorosuccinimide were added. The mixture was then cooled, diluted with additional dichloromethane, and washed twice with 2 N sodium hydroxide solut... Starting materials: C1(CCCCC1)P(C1=C(C2=CC=CC=C2C=C1)C1=C(C=CC2=CC=CC=C12)N(C)C)C1CCCCC1 ((−)-2-(dicyclohexylphosphino)-2′-(dimethylamino)-1,1′-binaphthyl), CC1C(C(CC1)=CN(C1=CC=CC=C1)C)=O (2-methyl-5-(N-methyl-anilinomethylene)cyclopentanone), BrC1=CC=C(C#N)C=C1 (4-Bromobenzonitrile), CC(C)([O-])C.[Na+] (sodium t-butoxide). The reagents and catalysts are C(C)(=O)[O-].[Pd+2].C(C)(=O)[O-] (palladium acetate). The solvent is C1(=CC=CC=C1)C (Toluene). Conditions: time 1 minute. Yields the product C(#N)C1=CC=C(C=C1)C1(C(C(CC1)=CN(C1=CC=CC=C1)C)=O)C (2-(4-cyanophenyl)-2-methyl-5-(N-methyl-anilinomethylene)-cyclopentanone). Isolated yield 50.6%. Reaction SMILES: C1(P(C2CCCCC2)C2C=CC3C(=CC=CC=3)C=2C2C3C(=CC=CC=3)C=CC=2N(C)C)CCCCC1.[CH3:37][CH:38]1[CH2:42][CH2:41][C:40](=[CH:43][N:44]([CH3:51])[C:45]2[CH:50]=[CH:49][CH:48]=[CH:47][CH:46]=2)[C:39]1=[O:52].Br[C:54]1[CH:61]=[CH:60][C:57]([C:58]#[N:59])=[CH:56][CH:55]=1.CC(C)([O-])C.[Na+]>C([O-])(=O)C.[Pd+2].C([O-])(=O)C.C1(C)C=CC=CC=1>[C:58]([C:57]1[CH:60]=[CH:61][C:54]([C:38]2([CH3:37])[CH2:42][CH2:41][C:40](=[CH:43][N:44]([CH3:51])[C:45]3[CH:50]=[CH:49][CH:48]=[CH:47][CH:46]=3)[C:39]2=[O:52])=[CH:55][CH:56]=1)#[N:59] |f:3.4,5.6.7|. Procedure details: An oven dried Schlenk tube equipped with a rubber septum was cooled under an argon purge. The septum was removed and the tube was charged with palladium acetate (5.6 mg, 0.025 mmol, 5 mol % Pd), (−)-2-(dicyclohexylphosphino)-2′-(dimethylamino)-1,1′-binaphthyl (10.5 mg, 0.038 mmol, 7.5 mol %) and 2-methyl-5-(N-methyl-anilinomethylene)cyclopentanone (108 mg, 0.5 mmol). Toluene (2 mL) was added and the mixture was stirred for 1 min at room temperature. 4-Bromobenzonitrile (182 mg, 1.0 mmol) and sod... The reactants are ClCCl, Cn1ncc([N+](=O)[O-])c1N1CCC(=O)C(F)C1, CCOC(=O)C=[N+]=[N-], O. The product is CCOC(=O)C1CCN(c2c([N+](=O)[O-])cnn2C)CC(F)C1=O. As a reaction SMILES: [Cl:27][CH2:28][Cl:29].[F:1][CH:2]1[CH2:3][N:4]([c:9]2[c:10]([N+:15](=[O:16])[O-:17])[cH:11][n:12][n:13]2[CH3:14])[CH2:5][CH2:6][C:7]1=[O:8].[N+:18](=[N-:19])=[CH:20][C:21](=[O:22])[O:23][CH2:24][CH3:25].[OH2:26]>>[F:1][CH:2]1[CH2:3][N:4]([c:9]2[c:10]([N+:15](=[O:16])[O-:17])[cH:11][n:12][n:13]2[CH3:14])[CH2:5][CH2:6][CH:20]([C:21](=[O:22])[O:23][CH2:24][CH3:25])[C:7]1=[O:8]. The reactants are Cl (HCl), [Li+].[OH-] (LiOH), ClC1=NC=NC2=C1C(N(CCO2)C2=C(C=C(C=C2)C2CCC(CC2)CC(=O)OC)F)=O (methyl 2-(4-(4-(4-chloro-5-oxo-7,8-dihydropyrimido[5,4-f][1,4]oxazepin-6(5H)-yl)-3-fluorophenyl)cyclohexyl)acetate), C(C)(C)O (i-propanol), N (ammonia). Procedure details: The title compound was prepared as follows. A mixture of methyl 2-(4-(4-(4-chloro-5-oxo-7,8-dihydropyrimido[5,4-f][1,4]oxazepin-6(5H)-yl)-3-fluorophenyl)cyclohexyl)acetate (20 mg, 0.045 mmol), from Preparation 4, in 0.5M ammonia in dioxane was stirred at 50° C., in a tightly capped flask, for 3 hours. The reaction mixture was concentrated to give a white solid, which was carried on to the next step without further purification. LiOH (4.5 mg, 0.18 mmol) was added to a solution of the white solid ... Run in C1CCOC1.CO.O (THF methanol water), C(Cl)Cl (DCM), O1CCOCC1 (dioxane). Product: NC1=NC=NC2=C1C(N(CCO2)C2=C(C=C(C=C2)C2CCC(CC2)CC(=O)O)F)=O (2-(4-(4-(4-amino-5-oxo-7,8-dihydropyrimido[5,4-f][1,4]oxazepin-6(5H)-yl)-3-fluorophenyl)cyclohexyl)acetic Acid), solid. Reaction conditions: temperature 23 celsius, time 16 hour. Reaction SMILES: Cl[C:2]1[C:7]2[C:8](=[O:31])[N:9]([C:13]3[CH:18]=[CH:17][C:16]([CH:19]4[CH2:24][CH2:23][CH:22]([CH2:25][C:26]([O:28]C)=[O:27])[CH2:21][CH2:20]4)=[CH:15][C:14]=3[F:30])[CH2:10][CH2:11][O:12][C:6]=2[N:5]=[CH:4][N:3]=1.[Li+].[OH-].Cl.C(O)(C)C.[NH3:39]>O1CCOCC1.C1COCC1.CO.O.C(Cl)Cl>[NH2:39][C:2]1[C:7]2[C:8](=[O:31])[N:9]([C:13]3[CH:18]=[CH:17][C:16]([CH:19]4[CH2:20][CH2:21][CH:22]([CH2:25][C:26]([OH:28])=[O:27])[CH2:23][CH2:24]4)=[CH:15][C:14]=3[F:30])[CH2:10][CH2:11][O:12][C:6]=2[N:5]=[CH:4][N:3]=1 |f:1.2,7.8.9|. Reactants: FC=1C=C(C(=C(C(=O)OC)C1)[N+](=O)[O-])C (Methyl 5-fluoro-3-methyl-2-nitrobenzoate). Reagents/catalysts: [Pd] (Pd/C). Solvent: CO (MeOH). Reaction conditions: time 3 day. Product: NC1=C(C(=O)OC)C=C(C=C1C)F (Methyl 2-amino-5-fluoro-3-methylbenzoate). As a reaction SMILES: [F:1][C:2]1[CH:3]=[C:4]([CH3:15])[C:5]([N+:12]([O-])=O)=[C:6]([CH:11]=1)[C:7]([O:9][CH3:10])=[O:8]>CO.[Pd]>[NH2:12][C:5]1[C:4]([CH3:15])=[CH:3][C:2]([F:1])=[CH:11][C:6]=1[C:7]([O:9][CH3:10])=[O:8]. Reported procedure: A mixture of (E2) (1.0 eq.) and Pd/C (10% w/w) in MeOH (0.25 M) was stirred for 3 d at RT under H2 atmosphere (1 atm). The mixture was filtered through Celite® and then the solvent was evaporated under reduced pressure. The white solid was used without further purification in the subsequent step. 1H NMR (400 MHz, DMSO, 300K) δ 7.29 (1H, dd, J=9.5 Hz, J=3.0 Hz), 7.12 (1H, dd, J=9.5 Hz, J=3.0 Hz), 6.36 (2H, br. s), 3.78 (3H, s), 2.11 (3H, s). The reactants are O=C(NC(COCc1ccccc1)CS(=O)(=O)Cl)OCc1ccccc1, CC(C)N1CCC(N)CC1. Yields the product CC(C)N1CCC(NS(=O)(=O)CC(COCc2ccccc2)NC(=O)OCc2ccccc2)CC1. RXN SMILES: [CH2:11]([c:12]1[cH:13][cH:14][cH:15][cH:16][cH:17]1)[O:18][C:19]([NH:20][CH:21]([CH2:22][S:23](=[O:24])(=[O:25])[Cl:26])[CH2:27][O:28][CH2:29][c:30]1[cH:31][cH:32][cH:33][cH:34][cH:35]1)=[O:36].[CH:1]([CH3:2])([CH3:3])[N:4]1[CH2:5][CH2:6][CH:7]([NH2:10])[CH2:8][CH2:9]1>>[CH:1]([CH3:2])([CH3:3])[N:4]1[CH2:5][CH2:6][CH:7]([NH:10][S:23]([CH2:22][CH:21]([NH:20][C:19]([O:18][CH2:11][c:12]2[cH:13][cH:14][cH:15][cH:16][cH:17]2)=[O:36])[CH2:27][O:28][CH2:29][c:30]2[cH:31][cH:32][cH:33][cH:34][cH:35]2)(=[O:24])=[O:25])[CH2:8][CH2:9]1. Reactants: CCO, CCOC(=O)CCN1CCOc2c(cccc2-c2noc(-c3cnc(OC(C)C)c(Cl)c3)n2)C1, [Na+], [OH-]. Yields the product CC(C)Oc1ncc(-c2nc(-c3cccc4c3OCCN(CCC(=O)O)C4)no2)cc1Cl. RXN SMILES: [CH3:37][CH2:38][OH:39].[Cl:1][c:2]1[cH:3][c:4](-[c:12]2[n:13][c:14](-[c:17]3[cH:18][cH:19][cH:20][c:21]4[c:27]3[O:26][CH2:25][CH2:24][N:23]([CH2:28][CH2:29][C:30](=[O:31])[O:32][CH2:33][CH3:34])[CH2:22]4)[n:15][o:16]2)[cH:5][n:6][c:7]1[O:8][CH:9]([CH3:10])[CH3:11].[Na+:36].[OH-:35]>>[Cl:1][c:2]1[cH:3][c:4](-[c:12]2[n:13][c:14](-[c:17]3[cH:18][cH:19][cH:20][c:21]4[c:27]3[O:26][CH2:25][CH2:24][N:23]([CH2:28][CH2:29][C:30](=[O:31])[OH:32])[CH2:22]4)[n:15][o:16]2)[cH:5][n:6][c:7]1[O:8][CH:9]([CH3:10])[CH3:11].